The task is: describe an organic reaction: reactants, conditions, products, and yield. This data is from the Open Reaction Database (ORD), a public repository of structured organic reaction records. Procedure: 2-(2-(triethylsilyl)-1H-pyrrolo[2,3-b]pyridin-3-yl)ethanol (1.00 g, 3.62 mmole) was stirred with TBAF (10.86 ml, 10.86 mmole; 1M solution in THF) for 6 hours at 50° C. and then for 10 hours at RT. The solvent was removed on a rotary evaporator and the residue was purified by column chromatography (DCM/MeOH=9:1, then 1:1). 2-(1H-pyrrolo[2,3-b]pyridin-3-yl)ethanol (0.46 g, 79%) was formed as a white solid. As a reaction SMILES: C([Si](CC)(CC)[C:4]1[NH:12][C:7]2=[N:8][CH:9]=[CH:10][CH:11]=[C:6]2[C:5]=1[CH2:13][CH2:14][OH:15])C.CCCC[N+](CCCC)(CCCC)CCCC.[F-]>>[NH:12]1[C:7]2=[N:8][CH:9]=[CH:10][CH:11]=[C:6]2[C:5]([CH2:13][CH2:14][OH:15])=[CH:4]1 |f:1.2|. The product is N1C=C(C=2C1=NC=CC2)CCO (2-(1H-pyrrolo[2,3-b]pyridin-3-yl)ethanol). The yield is 78.3%. Reaction conditions: time 10 hour. The reactants are C(C)[Si](C1=C(C=2C(=NC=CC2)N1)CCO)(CC)CC (2-(2-(triethylsilyl)-1H-pyrrolo[2,3-b]pyridin-3-yl)ethanol), CCCC[N+](CCCC)(CCCC)CCCC.[F-] (TBAF).